This data is from the Open Reaction Database (ORD), a public repository of structured organic reaction records. The task is: describe an organic reaction: reactants, conditions, products, and yield Reactants: COC(=O)N[C@@H](C(C)C)C(=O)O (N-methoxycarbonyl-L-Valine), N[C@H](C(=O)O)C1CCOCC1 ((S)-2-amino-2-(tetrahydro-2H-pyran-4-yl)acetic acid). Product: COC(=O)NC(C(=O)O)C1CCOCC1 (2-(methoxycarbonylamino)-2-(tetrahydro-2H-pyran-4-yl)acetic acid). As a reaction SMILES: [CH3:1][O:2][C:3]([NH:5][C@H:6]([C:10]([OH:12])=[O:11])[CH:7]([CH3:9])[CH3:8])=[O:4].N[C@@H](C1C[CH2:22][O:21][CH2:20]C1)C(O)=O>>[CH3:1][O:2][C:3]([NH:5][CH:6]([CH:7]1[CH2:9][CH2:22][O:21][CH2:20][CH2:8]1)[C:10]([OH:12])=[O:11])=[O:4]. Reported procedure: 2-(methoxycarbonylamino)-2-(tetrahydro-2H-pyran-4-yl)acetic acid was synthesized similar to N-methoxycarbonyl-L-Valine, using (S)-2-amino-2-(tetrahydro-2H-pyran-4-yl)acetic acid instead of L-Valine. Reactants: C([O-])([O-])=O.[K+].[K+] (potassium carbonate), C(C1=CC=CC=C1)Br (benzyl bromide), CN(C=O)C (N,N-dimethylformamide), C(C1=CC=CC=C1)(=O)NC1=C(C(=O)OC)C=CC(=C1)O (methyl 2-(benzamido)-4-hydroxybenzoate). Run in C(C)(=O)OCC (Ethyl acetate). Run at time 3 hour. The product is C(C1=CC=CC=C1)(=O)NC1=C(C(=O)OC)C=CC(=C1)OCC1=CC=CC=C1 (methyl 2-(benzamido)-4-(benzyloxy)benzoate). Reaction SMILES: C(=O)([O-])[O-].[K+].[K+].[CH2:7](Br)[C:8]1[CH:13]=[CH:12][CH:11]=[CH:10][CH:9]=1.CN(C)C=O.[C:20]([NH:28][C:29]1[CH:38]=[C:37]([OH:39])[CH:36]=[CH:35][C:30]=1[C:31]([O:33][CH3:34])=[O:32])(=[O:27])[C:21]1[CH:26]=[CH:25][CH:24]=[CH:23][CH:22]=1>C(OCC)(=O)C>[C:20]([NH:28][C:29]1[CH:38]=[C:37]([O:39][CH2:7][C:8]2[CH:13]=[CH:12][CH:11]=[CH:10][CH:9]=2)[CH:36]=[CH:35][C:30]=1[C:31]([O:33][CH3:34])=[O:32])(=[O:27])[C:21]1[CH:22]=[CH:23][CH:24]=[CH:25][CH:26]=1 |f:0.1.2|. Reported procedure: 82 mg of potassium carbonate and 0.047 mL of benzyl bromide were added to 1 mL of N,N-dimethylformamide solution containing 80 mg of methyl 2-(benzamido)-4-hydroxybenzoate at room temperature and stirred at the same temperature for 3 hours. Ethyl acetate and 1.0 mol/L hydrochloric acrd were added to the reaction mixture. The organic layer was separated and dried over anhydrous magnesium sulfate after washed with a saturated sodium hydrogen carbonate aqueous solution and a saturated sodium chlori... Reactants: C(C)S(=O)(=O)C=1C=C(C=CC1)C1=C2C3=C(NC2=C(C=C1)O)N=CC(=C3)C (5-(3-(ethylsulfonyl)phenyl)-3-methyl-9H-pyrido[2,3-b]indol-8-ol), C(C)S(=O)(=O)C=1C=C(C=CC1)C1=C2C3=C(NC2=C(C=C1)O[C@@H](CO)C)N=CC(=C3)C ((R)-2-(5-(3-(ethylsulfonyl)phenyl)-3-methyl-9H-pyrido[2,3-b]indol-8-yloxy)propan-1-ol). The product is C(C)S(=O)(=O)C=1C=C(C=CC1)C1=C2C3=C(NC2=C(C=C1)OCC(C)O)N=CC(=C3)C (1-(5-(3-(ethylsulfonyl)phenyl)-3-methyl-9H-pyrido[2,3-b]indol-8-yloxy)propan-2-ol). RXN SMILES: [CH2:1]([S:3]([C:6]1[CH:7]=[C:8]([C:12]2[CH:20]=[CH:19][C:18]([OH:21])=[C:17]3[C:13]=2[C:14]2[CH:25]=[C:24]([CH3:26])[CH:23]=[N:22][C:15]=2[NH:16]3)[CH:9]=[CH:10][CH:11]=1)(=[O:5])=[O:4])[CH3:2].C(S(C1C=C(C2C=[CH:45][C:44]([O:47][C@H](C)CO)=[C:43]3C=2C2C=C(C)C=NC=2N3)C=CC=1)(=O)=O)C>>[CH2:1]([S:3]([C:6]1[CH:7]=[C:8]([C:12]2[CH:20]=[CH:19][C:18]([O:21][CH2:43][CH:44]([OH:47])[CH3:45])=[C:17]3[C:13]=2[C:14]2[CH:25]=[C:24]([CH3:26])[CH:23]=[N:22][C:15]=2[NH:16]3)[CH:9]=[CH:10][CH:11]=1)(=[O:5])=[O:4])[CH3:2]. Procedure details: The title compound was synthesized from Compound 157 using an analogous procedure to that outlined in the preparation of Compound 211. 1H NMR (400 MHz, Methanol-d4) δ 8.28 (s, 1 H) 8.19 (m, 1 H) 8.06 (m, 1 H) 8.00 (m, 1 H) 7.92 (s, 1 H) 7.87 (t, J=8.0 Hz, 1 H) 7.26 (m, 2 H) 4.31 (m, 2 H) 4.10 (m, 1 H) 3.30 (q, J=7.5 Hz, 2 H) 2.40 (s, 3 H) 1.40 (d, J=8 Hz, 3 H) 1.31 (t, J=7.5 Hz, 3 H). [M+H] calc'd for C23H25N2O4S, 425; found, 425.